Dataset: the Open Reaction Database (ORD), a public repository of structured organic reaction records. Task: describe an organic reaction: reactants, conditions, products, and yield Reactants: CO, [O-]Cl, Cl, [I-], [Na+], [Na+], [Na+], [OH-], Oc1cccc2cccnc12. Product: Oc1ccc(I)c2cccnc12. Reaction SMILES: [CH3:20][OH:21].[Cl:16][O-:17].[ClH:19].[I-:13].[Na+:12].[Na+:15].[Na+:18].[OH-:14].[OH:1][c:2]1[cH:3][cH:4][cH:5][c:6]2[cH:7][cH:8][cH:9][n:10][c:11]12>>[OH:1][c:2]1[cH:3][cH:4][c:5]([I:13])[c:6]2[cH:7][cH:8][cH:9][n:10][c:11]12. Starting materials: mixed solution, C1=CC=CC=C1 (benzene), CN1C(CCC1)=O (N-methylpyrrolidone), FC1=NC(=C(C=C1F)F)NC(C)C (2,3,5-trifluoro-6-isopropylaminopyridine), COC1=CC=C(CN)C=C1 (p-methoxybenzylamine). Solvent: CCCCCC (n-hexane). Run at temperature 150 celsius, time 15 hour. Product: FC=1C(=NC(=C(C1)F)NCC1=CC=C(C=C1)OC)NC(C)C (3,5-difluoro-2-isopropylamino-6-(p-methoxybenzylamino)pyridine). As a reaction SMILES: CN1CCCC1=O.F[C:9]1[C:14]([F:15])=[CH:13][C:12]([F:16])=[C:11]([NH:17][CH:18]([CH3:20])[CH3:19])[N:10]=1.[CH3:21][O:22][C:23]1[CH:30]=[CH:29][C:26]([CH2:27][NH2:28])=[CH:25][CH:24]=1.C1C=CC=CC=1>CCCCCC>[F:16][C:12]1[C:11]([NH:17][CH:18]([CH3:20])[CH3:19])=[N:10][C:9]([NH:28][CH2:27][C:26]2[CH:29]=[CH:30][C:23]([O:22][CH3:21])=[CH:24][CH:25]=2)=[C:14]([F:15])[CH:13]=1. Procedure details: To 4.1 g of N-methylpyrrolidone were added all amount of the 2,3,5-trifluoro-6-isopropylaminopyridine as described above together with 3.1 g of p-methoxybenzylamine, and the mixture was stirred at 150° C. for 15 hours and allowed to cool. After adding 50 ml of the mixed solution of benzene and n-hexane (1:1, v/v), the solution was washed twice with 400 ml of distilled water. The organic layer was dried over anhydrous magnesium sulfate and concentrated under reduced pressure to obtain 3.9 g of th... RXN SMILES: [C:1]([CH3:2])([CH3:3])([CH3:4])[c:5]1[o:6][c:7]([CH3:14])[c:8]([CH2:10][C:11](=[O:12])[OH:13])[n:9]1.[CH2:15]1[O:16][CH2:17][CH2:18][CH2:19]1>>[C:1]([CH3:2])([CH3:3])([CH3:4])[c:5]1[o:6][c:7]([CH3:14])[c:8]([CH2:10][CH2:11][OH:12])[n:9]1. The reactants are Cc1oc(C(C)(C)C)nc1CC(=O)O, C1CCOC1. The product is Cc1oc(C(C)(C)C)nc1CCO. Starting materials: BrC1=CC=C(C=C1)OCCN(C(OC(C)(C)C)=O)C1CCC(CC1)(C)C (1,1-dimethylethyl {2-[(4-bromophenyl)oxy]ethyl}(4,4-dimethylcyclohexyl)carbamate), C(C)(=O)NC1=CC=C(C=C1)B(O)O ([4-(acetylamino)phenyl]boronic acid), C(Cl)Cl (CH2Cl2), C(=O)([O-])[O-].[Na+].[Na+] (Na2CO3), solution, N#N (N2). Reagents/catalysts: C1=CC=C(C=C1)P([C-]2C=CC=C2)C3=CC=CC=C3.C1=CC=C(C=C1)P([C-]2C=CC=C2)C3=CC=CC=C3.Cl[Pd]Cl.[Fe+2] (PdCl2(dppf)). Run in COCCOC (DME). The product is C(C)(=O)NC1=CC=C(C=C1)C1=CC=C(C=C1)OCCN(C(OC(C)(C)C)=O)C1CCC(CC1)(C)C (1,1-dimethylethyl (2-{[4′-(acetylamino)-4-biphenylyl]oxy}ethyl)(4,4-dimethylcyclohexyl)carbamate). Reaction SMILES: Br[C:2]1[CH:7]=[CH:6][C:5]([O:8][CH2:9][CH2:10][N:11]([CH:19]2[CH2:24][CH2:23][C:22]([CH3:26])([CH3:25])[CH2:21][CH2:20]2)[C:12](=[O:18])[O:13][C:14]([CH3:17])([CH3:16])[CH3:15])=[CH:4][CH:3]=1.[C:27]([NH:30][C:31]1[CH:36]=[CH:35][C:34](B(O)O)=[CH:33][CH:32]=1)(=[O:29])[CH3:28].C(Cl)Cl.C([O-])([O-])=O.[Na+].[Na+].N#N>C1C=CC(P(C2C=CC=CC=2)[C-]2C=CC=C2)=CC=1.C1C=CC(P(C2C=CC=CC=2)[C-]2C=CC=C2)=CC=1.Cl[Pd]Cl.[Fe+2].COCCOC>[C:27]([NH:30][C:31]1[CH:36]=[CH:35][C:34]([C:2]2[CH:7]=[CH:6][C:5]([O:8][CH2:9][CH2:10][N:11]([CH:19]3[CH2:20][CH2:21][C:22]([CH3:25])([CH3:26])[CH2:23][CH2:24]3)[C:12](=[O:18])[O:13][C:14]([CH3:15])([CH3:16])[CH3:17])=[CH:4][CH:3]=2)=[CH:33][CH:32]=1)(=[O:29])[CH3:28] |f:3.4.5,7.8.9.10|. Procedure details: A mixture of 1,1-dimethylethyl {2-[(4-bromophenyl)oxy]ethyl}(4,4-dimethylcyclohexyl)carbamate (0.085 g; 0.20 mmol; Example V-8), [4-(acetylamino)phenyl]boronic acid (0.040 g; 0.22 mmol), PdCl2(dppf).CH2Cl2 (0.005 g; 0.006 mmol), Na2CO3 (2 mL of a 2M solution) and DME (2 mL) was sparged with N2 for 10 minutes at room temperature and heated at 80° for 1 h (until consumption of the aryl bromide, as judged by LC/MS). Upon cooling, the mixture was partitioned between EtOAc/H2O, layers were separated ... RXN SMILES: [CH3:35][CH2:36][O:37][C:38]([CH3:39])=[O:40].[O:30]=[CH:31][N:32]([CH3:33])[CH3:34].[SH:23][c:24]1[cH:25][cH:26][cH:27][cH:28][cH:29]1.[c:1]1(-[n:7]2[n:8][cH:9][c:10]3[cH:11][c:12]([C:16]4([C:19]([F:20])([F:21])[F:22])[O:17][CH2:18]4)[cH:13][cH:14][c:15]23)[cH:2][cH:3][cH:4][cH:5][cH:6]1>>[c:1]1(-[n:7]2[n:8][cH:9][c:10]3[cH:11][c:12]([C:16]([OH:17])([CH2:18][S:23][c:24]4[cH:25][cH:26][cH:27][cH:28][cH:29]4)[C:19]([F:20])([F:21])[F:22])[cH:13][cH:14][c:15]23)[cH:2][cH:3][cH:4][cH:5][cH:6]1. Product: OC(CSc1ccccc1)(c1ccc2c(cnn2-c2ccccc2)c1)C(F)(F)F. Starting materials: CCOC(C)=O, CN(C)C=O, Sc1ccccc1, FC(F)(F)C1(c2ccc3c(cnn3-c3ccccc3)c2)CO1. Starting materials: ClCCCCC1SC2=C(NC1=O)C=CC=C2 (2-(4-chlorobutyl)-2H-1,4-benzothiazin-3(4H)-one), FC1=CC=C(C=C1)N1CCNCC1 (1-(4-fluorophenyl)piperazine). The solvent is C(C)(=O)OCC (ethyl acetate). Conditions: temperature 110 celsius, time 1 hour. Product: FC1=CC=C(C=C1)N1CCN(CC1)CCCCC1SC2=C(NC1=O)C=CC=C2 (2-[4-[4-(4-fluorophenyl)-1-piperazinyl]butyl]-2H-1,4-benzothiazin-3(4H)-one). RXN SMILES: Cl[CH2:2][CH2:3][CH2:4][CH2:5][CH:6]1[C:11](=[O:12])[NH:10][C:9]2[CH:13]=[CH:14][CH:15]=[CH:16][C:8]=2[S:7]1.[F:17][C:18]1[CH:23]=[CH:22][C:21]([N:24]2[CH2:29][CH2:28][NH:27][CH2:26][CH2:25]2)=[CH:20][CH:19]=1>C(OCC)(=O)C>[F:17][C:18]1[CH:19]=[CH:20][C:21]([N:24]2[CH2:29][CH2:28][N:27]([CH2:2][CH2:3][CH2:4][CH2:5][CH:6]3[C:11](=[O:12])[NH:10][C:9]4[CH:13]=[CH:14][CH:15]=[CH:16][C:8]=4[S:7]3)[CH2:26][CH2:25]2)=[CH:22][CH:23]=1. Procedure: In 10 ml of ethyl acetate were dissolved 435 mg of 2-(4-chlorobutyl)-2H-1,4-benzothiazin-3(4H)-one and 613 mg of 1-(4-fluorophenyl)piperazine. The solvent was evaporated off, and the residue was stirred at 110° C. for one hour. The reaction mixture was extracted with ethyl acetate, and the extract was washed with water and dried (MgSO4). After removal of the solvent, the residue was subjected to a column chromatography on silica-gel (40 g). From the eluate with hexane-ethyl acetate (1:1, v/v) wa... Starting materials: [BH4-], CO, [Na+], CCCn1c(=O)c2[nH]c(C3C4CCC3C(=O)C4)nc2n(CCC)c1=O. Yields the product CCCn1c(=O)c2[nH]c(C3C4CCC3C(O)C4)nc2n(CCC)c1=O. As a reaction SMILES: [BH4-:26].[CH3:28][OH:29].[Na+:27].[O:1]=[C:2]1[CH:3]2[CH2:4][CH2:5][CH:6]([CH2:7]1)[CH:8]2[c:9]1[n:10][c:11]2[n:12]([CH2:23][CH2:24][CH3:25])[c:13](=[O:22])[n:14]([CH2:19][CH2:20][CH3:21])[c:15](=[O:18])[c:16]2[nH:17]1>>[OH:1][CH:2]1[CH:3]2[CH2:4][CH2:5][CH:6]([CH2:7]1)[CH:8]2[c:9]1[n:10][c:11]2[n:12]([CH2:23][CH2:24][CH3:25])[c:13](=[O:22])[n:14]([CH2:19][CH2:20][CH3:21])[c:15](=[O:18])[c:16]2[nH:17]1.